Dataset: the Open Reaction Database (ORD), a public repository of structured organic reaction records. Task: describe an organic reaction: reactants, conditions, products, and yield The reactants are CC#CCO, [Cl-], CC(COc1cc(Cl)ncn1)(C(F)(F)F)C(F)(F)F, [H-], [NH4+], [Na+], C1CCOC1. Yields the product CC#CCOc1cc(OCC(C)(C(F)(F)F)C(F)(F)F)ncn1. RXN SMILES: [CH2:3]([C:4]#[C:5][CH3:6])[OH:7].[Cl-:27].[Cl:8][c:9]1[n:10][cH:11][n:12][c:13]([O:15][CH2:16][C:17]([CH3:18])([C:19]([F:20])([F:21])[F:22])[C:23]([F:24])([F:25])[F:26])[cH:14]1.[H-:1].[NH4+:28].[Na+:2].[O:29]1[CH2:30][CH2:31][CH2:32][CH2:33]1>>[CH2:3]([C:4]#[C:5][CH3:6])[O:7][c:9]1[n:10][cH:11][n:12][c:13]([O:15][CH2:16][C:17]([CH3:18])([C:19]([F:20])([F:21])[F:22])[C:23]([F:24])([F:25])[F:26])[cH:14]1. Starting materials: F[C@@H]1[C@@H]2[C@]3(CCC(C=C3CC[C@H]2[C@@H]2CCC([C@@]2(C)C1)=O)=O)C (11β-fluoro-4-androstene-3,17-dione), C1(=CC=C(C=C1)S(=O)(=O)O)C (p-toluenesulfonic acid), C(C)(C)(C)O (tert.-butanol), C1(=C(C(=O)C(=C(C1=O)Cl)Cl)Cl)Cl (chloranil). Run in C(CCl)Cl (ethylene chloride). Product: F[C@@H]1[C@@H]2[C@]3(CCC(C=C3C=C[C@H]2[C@@H]2CCC([C@@]2(C)C1)=O)=O)C (11β-fluoro-4,6-androstadiene-3,17-dione). Reaction SMILES: [F:1][C@H:2]1[CH2:19][C@@:17]2([CH3:18])[C@@H:13]([CH2:14][CH2:15][C:16]2=[O:20])[C@H:12]2[C@H:3]1[C@:4]1([CH3:22])[C:9]([CH2:10][CH2:11]2)=[CH:8][C:7](=[O:21])[CH2:6][CH2:5]1.C(O)(C)(C)C.C1(Cl)C(=O)C(Cl)=C(Cl)C(=O)C=1Cl.C1(C)C=CC(S(O)(=O)=O)=CC=1>C(Cl)CCl>[F:1][C@H:2]1[CH2:19][C@@:17]2([CH3:18])[C@@H:13]([CH2:14][CH2:15][C:16]2=[O:20])[C@H:12]2[C@H:3]1[C@:4]1([CH3:22])[C:9]([CH:10]=[CH:11]2)=[CH:8][C:7](=[O:21])[CH2:6][CH2:5]1. Procedure: 2.3 g. of 11β-fluoro-4-androstene-3,17-dione is stirred under reflux in 25 ml. of tert.-butanol and 15 ml. of ethylene chloride with 4 g. of chloranil and 50 mg. of p-toluenesulfonic acid for 6 hours. After the reaction mixture has been worked up as described in Example 16 and chromatographed on silica gel with acetone/hexane, 1.2 g. of 11β-fluoro-4,6-androstadiene-3,17-dione is obtained. UV: ε280 = 25,600.